This data is from the Open Reaction Database (ORD), a public repository of structured organic reaction records. The task is: describe an organic reaction: reactants, conditions, products, and yield Starting materials: C(C(C)(C)C)(=O)O[C@@H]1[C@@H](SC2=CC=CC=C2)O[C@@H]([C@H]([C@@H]1OC(C(C)(C)C)=O)OC(C(C)(C)C)=O)COC(C(C)(C)C)=O (phenyl 2,3,4,6-tetra-O-pivaloyl-1-thio-α-D-mannopyranoside), C1=CC(=CC(=C1)Cl)C(=O)OO (m-CPBA), CSC (dimethyl sulfide). Solvent: C(Cl)Cl (CH2Cl2), C(Cl)Cl (CH2Cl2). Run at temperature -15 celsius. Yields the product C(C(C)(C)C)(=O)O[C@@H]1[C@H](O[C@@H]([C@H]([C@@H]1OC(C(C)(C)C)=O)OC(C(C)(C)C)=O)COC(C(C)(C)C)=O)S(=O)C1=CC=CC=C1 (2,3,4,6-tetra-O-pivaloyl-1-deoxy-1-(phenylsulfinyl)-α-D-mannopyranose). Isolated yield 75.4%. RXN SMILES: [C:1]([O:7][C@H:8]1[C@@H:20]([O:21][C:22](=[O:27])[C:23]([CH3:26])([CH3:25])[CH3:24])[C@H:19]([O:28][C:29](=[O:34])[C:30]([CH3:33])([CH3:32])[CH3:31])[C@@H:18]([CH2:35][O:36][C:37](=[O:42])[C:38]([CH3:41])([CH3:40])[CH3:39])[O:17][C@@H:9]1[S:10][C:11]1[CH:16]=[CH:15][CH:14]=[CH:13][CH:12]=1)(=[O:6])[C:2]([CH3:5])([CH3:4])[CH3:3].C1C=C(Cl)C=C(C(OO)=[O:51])C=1.CSC>C(Cl)Cl>[C:1]([O:7][C@H:8]1[C@@H:20]([O:21][C:22](=[O:27])[C:23]([CH3:24])([CH3:26])[CH3:25])[C@H:19]([O:28][C:29](=[O:34])[C:30]([CH3:33])([CH3:32])[CH3:31])[C@@H:18]([CH2:35][O:36][C:37](=[O:42])[C:38]([CH3:41])([CH3:40])[CH3:39])[O:17][C@@H:9]1[S:10]([C:11]1[CH:16]=[CH:15][CH:14]=[CH:13][CH:12]=1)=[O:51])(=[O:6])[C:2]([CH3:5])([CH3:4])[CH3:3]. Procedure: To a solution of 36 (1.38 g, 2.27 mmol) in 65 mL of CH2Cl2 at -78° C. is added m-CPBA (612 mg, 64%, 2.27 mmol). The reaction mixture is allowed to warm to -15° C. and then quenched with dimethyl sulfide (1 mL, 13.6 mmol) and allowed to warm to room temperature. The reaction mixture is diluted with 50 mL of CH2Cl2, extracted with H2O (100 mL), saturated NaHCO3 (100 mL), saturated NaCl (100 mL), dried over Na2SO4, filtered, and concentrated to afford a white solid. The sulfoxide is purified using ... Reactants: Brc1cnc2ccccc2c1, CC(=O)OO, ClCCl, [Na+], O=C([O-])O. The product is [O-][n+]1cc(Br)cc2ccccc21. RXN SMILES: [Br:1][c:2]1[cH:3][n:4][c:5]2[cH:6][cH:7][cH:8][cH:9][c:10]2[cH:11]1.[C:12]([O:13][OH:15])(=[O:14])[CH3:16].[Cl:17][CH2:18][Cl:19].[Na+:24].[O-:20][C:21]([OH:22])=[O:23]>>[Br:1][c:2]1[cH:3][n+:4]([O-:14])[c:5]2[cH:6][cH:7][cH:8][cH:9][c:10]2[cH:11]1. Reactants: C(CCC)OC(=O)C=1N=C(C2=CC=C(C=C2C1O)OC(C)C)Cl (1-chloro-4-hydroxy-6-isopropoxy-isoquinoline-3-carboxylic acid butyl ester), NC(CO)CO (2-amino-propane-1,3-diol). The solvent is C(C)O (ethanol). Product: OCC(CO)NC(=O)C=1N=C(C2=CC=C(C=C2C1O)OC(C)C)Cl (1-Chloro-4-hydroxy-6-isopropoxy-isoquinoline-3-carboxylic acid (2-hydroxy-1-hydroxymethyl-ethyl)-amide). The yield is 114.3%. RXN SMILES: C(O[C:6]([C:8]1[N:9]=[C:10]([Cl:23])[C:11]2[C:16]([C:17]=1[OH:18])=[CH:15][C:14]([O:19][CH:20]([CH3:22])[CH3:21])=[CH:13][CH:12]=2)=[O:7])CCC.[NH2:24][CH:25]([CH2:28][OH:29])[CH2:26][OH:27]>C(O)C>[OH:27][CH2:26][CH:25]([NH:24][C:6]([C:8]1[N:9]=[C:10]([Cl:23])[C:11]2[C:16]([C:17]=1[OH:18])=[CH:15][C:14]([O:19][CH:20]([CH3:21])[CH3:22])=[CH:13][CH:12]=2)=[O:7])[CH2:28][OH:29]. Procedure details: 0.035 gm of 1-chloro-4-hydroxy-6-isopropoxy-isoquinoline-3-carboxylic acid butyl ester and 0.088 g of 2-amino-propane-1,3-diol were dissolved in 1 ml of ethanol and the mixture was refluxed for 24 h. The reaction mixture was concentrated and the residue was dissolved in 10 ml of ethyl acetate. The ethyl acetate solution was extracted with 5 ml of aqueous 1 M HCl and water, dried (sodium sulfate) and concentrated to give 0.042 g of a white solid: MS-(+)-ion: 355.1. Starting materials: ClC(Cl)Cl, ClCCN1c2ccc(Cl)cc2C(c2ccsc2)=NCC1CCl, [Na+], C1COCCO1, [OH-]. Yields the product Clc1ccc2c(c1)C(c1ccsc1)=NCC1COCCN21. Reaction SMILES: [CH:25]([Cl:26])([Cl:27])[Cl:28].[Cl:1][c:2]1[cH:3][cH:4][c:5]2[c:6]([cH:22]1)[C:7]([c:17]1[cH:18][s:19][cH:20][cH:21]1)=[N:8][CH2:9][CH:10]([CH2:15][Cl:16])[N:11]2[CH2:12][CH2:13][Cl:14].[Na+:24].[O:29]1[CH2:30][CH2:31][O:32][CH2:33][CH2:34]1.[OH-:23]>>[Cl:1][c:2]1[cH:3][cH:4][c:5]2[c:6]([cH:22]1)[C:7]([c:17]1[cH:18][s:19][cH:20][cH:21]1)=[N:8][CH2:9][CH:10]1[N:11]2[CH2:12][CH2:13][O:23][CH2:15]1. The reactants are C(#N)C[C@H](CC(CC(=O)OC(C)(C)C)=O)O[Si](C)(C)C(C)(C)C ((R)-1,1-dimethylethyl 6-cyano-5-[[(1,1-dimethylethyl)dimethylsilyl]oxy]-3-oxohexanoate), [F-].C(CCC)[N+](CCCC)(CCCC)CCCC (tetrabutylammonium fluoride), O (water), C(C)OCC (diethyl ether). Run in O1CCCC1 (tetrahydrofuran). Run at temperature 25 celsius, time 5 hour. Yields the product C(#N)C[C@H](CC(CC(=O)OC(C)(C)C)=O)O ((R)-1,1-dimethylethyl 6-cyano-5-hydroxy-3-oxohexanoate). As a reaction SMILES: [C:1]([CH2:3][C@@H:4]([O:16][Si](C(C)(C)C)(C)C)[CH2:5][C:6](=[O:15])[CH2:7][C:8]([O:10][C:11]([CH3:14])([CH3:13])[CH3:12])=[O:9])#[N:2].[F-].C([N+](CCCC)(CCCC)CCCC)CCC.O.C(OCC)C>O1CCCC1>[C:1]([CH2:3][C@@H:4]([OH:16])[CH2:5][C:6](=[O:15])[CH2:7][C:8]([O:10][C:11]([CH3:12])([CH3:13])[CH3:14])=[O:9])#[N:2] |f:1.2|. Procedure: A solution of crude (R)-1,1-dimethylethyl 6-cyano-5-[[(1,1-dimethylethyl)dimethylsilyl]oxy]-3-oxohexanoate, 43 g (0.126 mol) in 350 mL of tetrahydrofuran is treated with 213 mL of tetrabutylammonium fluoride solution (1.0M in hexane). The resulting mixture is stirred for five hours, at 25° C. The mixture is treated with 500 mL of water, 300 mL of diethyl ether is added, and the layers separated. The organic layer is dried (magnesium sulfate) and then filtered through a plug of silica gel with th... Reactants: CCOC(=O)c1ccc(-c2ccc(CC)cc2)c(-c2ccccn2)n1, CO, O=S(=O)(O)O. Product: CCc1ccc(-c2ccc(C(=O)OC)nc2-c2ccccn2)cc1. RXN SMILES: [CH2:1]([CH3:2])[c:3]1[cH:4][cH:5][c:6](-[c:9]2[c:10](-[c:20]3[n:21][cH:22][cH:23][cH:24][cH:25]3)[n:11][c:12]([C:15](=[O:16])[O:17][CH2:18][CH3:19])[cH:13][cH:14]2)[cH:7][cH:8]1.[CH3:31][OH:32].[S:26](=[O:27])(=[O:28])([OH:29])[OH:30]>>[CH2:1]([CH3:2])[c:3]1[cH:4][cH:5][c:6](-[c:9]2[c:10](-[c:20]3[n:21][cH:22][cH:23][cH:24][cH:25]3)[n:11][c:12]([C:15](=[O:16])[O:17][CH3:18])[cH:13][cH:14]2)[cH:7][cH:8]1. Reactants: C(C1=CC=CC=C1)N(CC(O)C1=CC=C(C=C1)F)C (2-(Benzyl-methyl-amino)-1-(4-fluorophenyl)-ethanol). Reagents/catalysts: [C].[Pd] (palladium-carbon). Solvent: C(C)(=O)OCC.CO (ethyl acetate methanol). Product: FC1=CC=C(C=C1)C(CNC)O (1-(4-Fluorophenyl)-2-methylamino-ethanol). Yield: 72.4%. RXN SMILES: [CH2:1]([N:8](C)[CH2:9][CH:10]([C:12]1[CH:17]=[CH:16][C:15]([F:18])=[CH:14][CH:13]=1)[OH:11])C1C=CC=CC=1>C(OCC)(=O)C.CO.[C].[Pd]>[F:18][C:15]1[CH:14]=[CH:13][C:12]([CH:10]([OH:11])[CH2:9][NH:8][CH3:1])=[CH:17][CH:16]=1 |f:1.2,3.4|. Reported procedure: 2-(Benzyl-methyl-amino)-1-(4-fluorophenyl)-ethanol (54.6 g) and 10% palladium-carbon (5.8 g) was stirred in ethyl acetate-methanol (3:1) (800 mL) at 50° C. under hydrogen atmosphere for three hours. The catalyst was removed by filtration, and the filtrate was concentrated. After solidifying with an ether-hexane solvent, and the title compound (25.8 g) was obtained as a colorless solid. Reactants: C(C)OC(=O)C=1C(=NC(=NC1)SC)Cl (4-chloro-2-methylsulfanyl-pyrimidine-5-carboxylic acid ethyl ester), FC1=C(N)C(=CC=C1)F (2,6-difluoroaniline). The solvent is C(C)#N (acetonitrile). Conditions: temperature 90 celsius, time 15 hour. The product is C(C)OC(=O)C=1C(=NC(=NC1)SC)NC1=C(C=CC=C1F)F (4-(2,6-difluoro-phenylamino)-2-methylsulfanyl-pyrimidine-5-carboxylic acid ethyl ester). Yield: 102.0%. RXN SMILES: [CH2:1]([O:3][C:4]([C:6]1[C:7](Cl)=[N:8][C:9]([S:12][CH3:13])=[N:10][CH:11]=1)=[O:5])[CH3:2].[F:15][C:16]1[CH:22]=[CH:21][CH:20]=[C:19]([F:23])[C:17]=1[NH2:18]>C(#N)C>[CH2:1]([O:3][C:4]([C:6]1[C:7]([NH:18][C:17]2[C:16]([F:15])=[CH:22][CH:21]=[CH:20][C:19]=2[F:23])=[N:8][C:9]([S:12][CH3:13])=[N:10][CH:11]=1)=[O:5])[CH3:2]. Reported procedure: To a solution of 4-chloro-2-methylsulfanyl-pyrimidine-5-carboxylic acid ethyl ester (10.0 g, 43.1 mmol) in acetonitrile (107 mL) is added 2,6-difluoroaniline (9.3 mL, 86.2 mmol). The mixture is heated to 90° C. for 4 hours. The reaction is cooled to room temperature and stored at 0° C. for 15 hours. The white precipitate which forms is filtered and washed with 20% EtOAc/hexanes to afford 14.3 g of the desired product which is used without further purification: 1H NMR (300 MHz, CDCl3/MeOH) δ 9.70...